This data is from the Open Reaction Database (ORD), a public repository of structured organic reaction records. The task is: describe an organic reaction: reactants, conditions, products, and yield Starting materials: C1(=CC=CC=C1)C (toluene), solution, Cl (hydrochloric acid), COC(=O)[C@@H]1[C@@H](CCCC1)NC(=O)OC(C)(C)C ((1S,2R)-2-tert-butoxycarbonylamino-1-cyclohexanecarboxylic acid methyl ester). Solvent: O1CCOCC1 (1,4-dioxane), O1CCOCC1 (1,4-dioxane). Conditions: temperature 25 celsius, time 2 hour. The product is crude product, COC(=O)[C@@H]1[C@@H](CCCC1)N ((1S,2R)-2-amino-cyclohexanecarboxylic acid methyl ester). Reaction SMILES: Cl.[CH3:2][O:3][C:4]([C@H:6]1[CH2:11][CH2:10][CH2:9][CH2:8][C@H:7]1[NH:12]C(OC(C)(C)C)=O)=[O:5].C1(C)C=CC=CC=1>O1CCOCC1>[CH3:2][O:3][C:4]([C@H:6]1[CH2:11][CH2:10][CH2:9][CH2:8][C@H:7]1[NH2:12])=[O:5]. Reported procedure: A 4.0 M solution of hydrochloric acid in 1,4-dioxane (20 mL) was added to a solution of (1S,2R)-2-tert-butoxycarbonylamino-1-cyclohexanecarboxylic acid methyl ester (1.28 g, 4.97 mmol) in 1,4-dioxane (15 mL) at 25° C. The reaction mixture was stirred at 25° C. for 2 h, then toluene (40 mL) was added and the volatiles were removed in vacuo. The residue was partitioned between saturated sodium bicarbonate solution (150 mL) and ethyl acetate (2×150 mL). The combined organic layers were dried over s... The reactants are [OH-].[Na+] (sodium hydroxide), ClC1=CC=C(C=C1)S(=O)(=O)C=1C=C(C(=CC1C)O)O (4-(4-chlorophenylsulphonyl)-5-methyl-1,2-benzenediol), C(C)OC(C(Cl)Cl)=O (dichloroacetic acid ethyl ester), C([O-])([O-])=O.[K+].[K+] (potassium carbonate). The solvent is CO (methanol), COCCOC (1,2-dimethoxyethane). The product is ClC1=CC=C(C=C1)S(=O)(=O)C1=CC2=C(OC(O2)C(=O)O)C=C1C (5-(4-chlorophenylsulphonyl)-6-methyl-1,3-benzodioxole-2-carboxylic acid). As a reaction SMILES: [Cl:1][C:2]1[CH:7]=[CH:6][C:5]([S:8]([C:11]2[CH:12]=[C:13]([OH:19])[C:14]([OH:18])=[CH:15][C:16]=2[CH3:17])(=[O:10])=[O:9])=[CH:4][CH:3]=1.C([O:22][C:23](=[O:27])[CH:24](Cl)Cl)C.C(=O)([O-])[O-].[K+].[K+].[OH-].[Na+]>CO.COCCOC>[Cl:1][C:2]1[CH:7]=[CH:6][C:5]([S:8]([C:11]2[C:16]([CH3:17])=[CH:15][C:14]3[O:18][CH:24]([C:23]([OH:27])=[O:22])[O:19][C:13]=3[CH:12]=2)(=[O:10])=[O:9])=[CH:4][CH:3]=1 |f:2.3.4,5.6|. Procedure details: In a manner analogous to that described in Example 4, using 25.0 g (83.7 mmol) of 4-(4-chlorophenylsulphonyl)-5-methyl-1,2-benzenediol, 13.2 g (83.7 mmol) of dichloroacetic acid ethyl ester, 57 g (418 mmol) of potassium carbonate and 220 ml of 1,2-dimethoxyethane, with subsequent hydrolysis with sodium hydroxide solution in methanol, the desired 5-(4-chlorophenylsulphonyl)-6-methyl-1,3-benzodioxole-2-carboxylic acid is obtained in the form of white crystals having a melting point of 169°-171° (f... The reactants are CC(=O)Nc1nc(CCc2ccc(NC(=O)CNC(=O)OC(C)(C)C)cc2)cs1, CCOC(C)=O, Cl. Yields the product CC(=O)Nc1nc(CCc2ccc(NC(=O)CN)cc2)cs1, Cl. Reaction SMILES: [C:1]([CH3:2])(=[O:3])[NH:4][c:5]1[s:6][cH:7][c:8]([CH2:10][CH2:11][c:12]2[cH:13][cH:14][c:15]([NH:18][C:19]([CH2:20][NH:21][C:22](=[O:23])[O:24][C:25]([CH3:26])([CH3:27])[CH3:28])=[O:29])[cH:16][cH:17]2)[n:9]1.[CH3:31][CH2:32][O:33][C:34](=[O:35])[CH3:36].[ClH:30]>>[C:1]([CH3:2])(=[O:3])[NH:4][c:5]1[s:6][cH:7][c:8]([CH2:10][CH2:11][c:12]2[cH:13][cH:14][c:15]([NH:18][C:19]([CH2:20][NH2:21])=[O:29])[cH:16][cH:17]2)[n:9]1.[ClH:30]. The reactants are O=C([O-])[O-], CC(=O)[O-], CC(=O)[O-], CN1CCCC1=O, CC(C)NCC(=O)N1CC(C)(C)c2ccc(N3C(=O)N(Cc4ccnc(Cl)c4)C(C)(C)C3=O)cc21, ClCCl, [Cs+], [Cs+], Nc1cccnc1, [Pd+2]. The product is CC(C)NCC(=O)N1CC(C)(C)c2ccc(N3C(=O)N(Cc4ccnc(Nc5cccnc5)c4)C(C)(C)C3=O)cc21. Reaction SMILES: [C:43](=[O:44])([O-:45])[O-:46].[C:59]([O-:60])(=[O:61])[CH3:62].[C:64]([O-:65])(=[O:66])[CH3:67].[CH3:49][N:50]1[CH2:51][CH2:52][CH2:53][C:54]1=[O:55].[Cl:1][c:2]1[n:3][cH:4][cH:5][c:6]([CH2:8][N:9]2[C:10](=[O:35])[N:11]([c:17]3[cH:18][cH:19][c:20]4[c:24]([cH:25]3)[N:23]([C:26]([CH2:27][NH:28][CH:29]([CH3:30])[CH3:31])=[O:32])[CH2:22][C:21]4([CH3:33])[CH3:34])[C:12](=[O:16])[C:13]2([CH3:14])[CH3:15])[cH:7]1.[Cl:56][CH2:57][Cl:58].[Cs+:47].[Cs+:48].[NH2:36][c:37]1[cH:38][n:39][cH:40][cH:41][cH:42]1.[Pd+2:63]>>[c:2]1([NH:36][c:37]2[cH:38][n:39][cH:40][cH:41][cH:42]2)[n:3][cH:4][cH:5][c:6]([CH2:8][N:9]2[C:10](=[O:35])[N:11]([c:17]3[cH:18][cH:19][c:20]4[c:24]([cH:25]3)[N:23]([C:26]([CH2:27][NH:28][CH:29]([CH3:30])[CH3:31])=[O:32])[CH2:22][C:21]4([CH3:33])[CH3:34])[C:12](=[O:16])[C:13]2([CH3:14])[CH3:15])[cH:7]1. Starting materials: C(C)(=O)N1C(C(C2=CC=CC=C12)=C(C1=CC=CC=C1)OCC)=O (1-acetyl-3-(1-ethoxy-1-phenyl-methylidene)-2-indolinone), CC(=O)C1=CC=C(C=C1)N (4-aminoacetophenone), [OH-].[Na+] (sodium hydroxide). The solvent is CN(C)C=O (DMF), CO (methanol). The product is C(C)(=O)C1=CC=C(C=C1)N\C(\C1=CC=CC=C1)=C\1/C(NC2=CC=CC=C12)=O ((Z)-3-[1-(4-acetylphenylamino)-1-phenyl-methylidene]-2-indolinone). As a reaction SMILES: C([N:4]1[C:12]2[C:7](=[CH:8][CH:9]=[CH:10][CH:11]=2)[C:6](=[C:13](OCC)[C:14]2[CH:19]=[CH:18][CH:17]=[CH:16][CH:15]=2)[C:5]1=[O:23])(=O)C.[CH3:24][C:25]([C:27]1[CH:32]=[CH:31][C:30]([NH2:33])=[CH:29][CH:28]=1)=[O:26].[OH-].[Na+]>CN(C=O)C.CO>[C:25]([C:27]1[CH:32]=[CH:31][C:30]([NH:33]/[C:13](=[C:6]2\[C:5](=[O:23])[NH:4][C:12]3[C:7]\2=[CH:8][CH:9]=[CH:10][CH:11]=3)/[C:14]2[CH:15]=[CH:16][CH:17]=[CH:18][CH:19]=2)=[CH:29][CH:28]=1)(=[O:26])[CH3:24] |f:2.3|. Procedure details: Prepared analogously to Example 1 from 1-acetyl-3-(1-ethoxy-1-phenyl-methylidene)-2-indolinone and 4-aminoacetophenone in DMF and subsequent treatment with sodium hydroxide solution in methanol. Reactants: CS(=O)(=O)OCC(=O)OC1=C(C=CC(=C1)F)[N+](=O)[O-] (5-fluoro-2-nitro-phenyl methylsulphonyloxyacetate). Reagents/catalysts: [Fe] (iron). The solvent is 5, C(C)(=O)O (acetic acid). Reaction conditions: temperature 90 celsius, time 30 minute. Yields the product FC1=CC2=C(NCC(O2)=O)C=C1 (7-fluoro-3H-1,4-benzoxazin-2(4H)-one). Yield: 75.0%. Reaction SMILES: CS(O[CH2:6][C:7]([O:9][C:10]1[CH:15]=[C:14]([F:16])[CH:13]=[CH:12][C:11]=1[N+:17]([O-])=O)=[O:8])(=O)=O>[Fe].C(O)(=O)C>[F:16][C:14]1[CH:13]=[CH:12][C:11]2[NH:17][CH2:6][C:7](=[O:8])[O:9][C:10]=2[CH:15]=1. Procedure: 50 g (0.17 mol) of 5-fluoro-2-nitro-phenyl methylsulphonyloxyacetate are added in portions at 60° C. to a suspension of 5 g (0.89 mol) of iron powder in 450 ml of 5 per cent strength aqueous acetic acid. During this process, the temperature of the suspension rises to 90° C. The mixture is stirred for another 30 minutes at 90° C. and, after cooling, the undissolved components are filtered off. The filtration residue is suspended repeatedly in warm methanol and the suspension is filtered. After co... Starting materials: C(C1=CC=CC=C1)(=O)OCCC(OCC)OCC (3-ethoxy-4-oxahexyl benzoate), Cl (hydrochloric acid), C(C)OCC (diethyl ether). Solvent: O1CCCC1 (tetrahydrofuran). Yields the product C(C1=CC=CC=C1)(=O)OCCC=O (3-oxopropyl benzoate). The yield is 69.5%. Reaction SMILES: [C:1]([O:9][CH2:10][CH2:11][CH:12](OCC)[O:13]CC)(=[O:8])[C:2]1[CH:7]=[CH:6][CH:5]=[CH:4][CH:3]=1.Cl.C(OCC)C>O1CCCC1>[C:1]([O:9][CH2:10][CH2:11][CH:12]=[O:13])(=[O:8])[C:2]1[CH:7]=[CH:6][CH:5]=[CH:4][CH:3]=1. Procedure details: A solution of 57.0 grams (0.226 mole) of 3-ethoxy-4-oxahexyl benzoate in 475 ml of tetrahydrofuran and 475 ml of aqueous 10% hydrochloric acid was stirred at ambient temperature for 18 hours. After this time the reaction mixture was stirred with 700 ml of diethyl ether. The organic layer was separated, washed with water, and then was dried with sodium sulfate. The mixture was filtered, and the filtrate was concentrated under reduced pressure yielding 28.0 grams of 3-oxopropyl benzoate. The nmr s... Reactants: CC1=CC=C(CC=2C(NC(NC2)=S)=O)C=C1 (5-(4-Methylbenzyl)-2-thiouracil), Cl (hydrogen chloride), CC1=CC=C(CC=2C(NC(=NC2)SC)=O)C=C1 (5-(4-methylbenzyl)-2-methylthio-4-pyrimidone), N1C(N=CC=C1)=O (pyrimidone), CC1=C(N=CN1)CSCCN (2-(5-methyl-4-imidazolylmethylthio)ethylamine). The product is Cl.Cl.CC1=C(N=CN1)CSCCNC1=NC=C(C(N1)=O)CC1=CC=C(C=C1)C (2-[2-(5-methyl-4-imidazolylmethylthio)ethylamino]-5-(4-methylbenzyl)-4-pyrimidone dihydrochloride). RXN SMILES: [CH3:1][C:2]1[CH:16]=[CH:15][C:5]([CH2:6][C:7]2[C:8](=[O:14])[NH:9][C:10](=S)[NH:11][CH:12]=2)=[CH:4][CH:3]=1.CC1C=CC(CC2C(=O)NC(SC)=NC=2)=CC=1.N1C=CC=NC1=O.[CH3:41][C:42]1[NH:46][CH:45]=[N:44][C:43]=1[CH2:47][S:48][CH2:49][CH2:50][NH2:51].[ClH:52]>>[ClH:52].[ClH:52].[CH3:41][C:42]1[NH:46][CH:45]=[N:44][C:43]=1[CH2:47][S:48][CH2:49][CH2:50][NH:51][C:10]1[NH:9][C:8](=[O:14])[C:7]([CH2:6][C:5]2[CH:15]=[CH:16][C:2]([CH3:1])=[CH:3][CH:4]=2)=[CH:12][N:11]=1 |f:5.6.7|. Procedure: 5-(4-Methylbenzyl)-2-thiouracil (4.65 g) was converted into 5-(4-methylbenzyl)-2-methylthio-4-pyrimidone (m.p. 208.5°-211° ex methanol/ethanol) by the method described in Example 1(i). Reaction of this pyrimidone (1.6 g) with 2-(5-methyl-4-imidazolylmethylthio)ethylamine (1.2 g) by the method described in Example 1(ii) and acidification with dilute ethanolic hydrogen chloride followed by evaporation to dryness and recrystallisation from ethanol gave 2-[2-(5-methyl-4-imidazolylmethylthio)ethylami... Starting materials: C(C1=CC=CC=C1)OC=1C(=NC(=NC1C)N(C)C)CCCCCCCCCCCCCCCC (5-(benzyloxy)-4-hexadecyl-N,N,6-trimethylpyrimidin-2-amine). The reagents and catalysts are [OH-].[OH-].[Pd+2] (palladium hydroxide on carbon). Solvent: CO (methanol). Reaction conditions: temperature 23 celsius, time 15 minute. Product: CN(C1=NC(=C(C(=N1)CCCCCCCCCCCCCCCC)O)C)C (2-(dimethylamino)-4-hexadecyl-6-methylpyrimidin-5-ol). As a reaction SMILES: C([O:8][C:9]1[C:10]([CH2:19][CH2:20][CH2:21][CH2:22][CH2:23][CH2:24][CH2:25][CH2:26][CH2:27][CH2:28][CH2:29][CH2:30][CH2:31][CH2:32][CH2:33][CH3:34])=[N:11][C:12]([N:16]([CH3:18])[CH3:17])=[N:13][C:14]=1[CH3:15])C1C=CC=CC=1>CO.[OH-].[OH-].[Pd+2]>[CH3:18][N:16]([CH3:17])[C:12]1[N:11]=[C:10]([CH2:19][CH2:20][CH2:21][CH2:22][CH2:23][CH2:24][CH2:25][CH2:26][CH2:27][CH2:28][CH2:29][CH2:30][CH2:31][CH2:32][CH2:33][CH3:34])[C:9]([OH:8])=[C:14]([CH3:15])[N:13]=1 |f:2.3.4|. Reported procedure: To a stirred solution containing 100 mg (0.21 mmol) 5-(benzyloxy)-4-hexadecyl-N,N,6-trimethylpyrimidin-2-amine in 5 mL of methanol were added 5 mg of 20% palladium hydroxide on carbon (Degussa type E101 NE/E). The reaction mixture was stirred at 23° C. under hydrogen atmosphere for 15 min. The reaction mixture was filtered through celite and the filtrated was concentrated under diminished pressure. The residue was purified by chromatography on a silica gel column (8×3 cm). Elution with 4:1 hexan... Reactants: ClC=1C=2N(C=CN1)C(=NC2)[C@@H]2CC[C@H](CC2)C(=O)OC (trans-methyl 4-(8-chloroimidazo[1,5-a]pyrazin-3-yl)cyclohexanecarboxylate), C1(CCCCC1)C(=O)O (cyclohexanecarboxylic acid), ClC=1C(=NC=CN1)CNC(=O)[C@@H]1CC[C@H](CC1)C(=O)OC (trans-methyl 4-({[(3-chloropyrazin-2-yl)methyl]amino}carbonyl)cyclohexanecarboxylate), C1(CCC1)C(=O)O (cyclobutanecarboxylic acid). Product: ClC=1C=2N(C=CN1)C(=NC2)C2CCC2 (8-Chloro-3-cyclobutyl-imidazo[1,5-a]pyrazine). Reaction SMILES: [Cl:1][C:2]1[C:3]2[N:4]([C:8]([C@H:11]3[CH2:16][CH2:15][C@H:14](C(OC)=O)CC3)=[N:9][CH:10]=2)[CH:5]=[CH:6][N:7]=1.ClC1C(CNC([C@H]2CC[C@H](C(OC)=O)CC2)=O)=NC=CN=1.C1(C(O)=O)CCC1.C1(C(O)=O)CCCCC1>>[Cl:1][C:2]1[C:3]2[N:4]([C:8]([CH:11]3[CH2:16][CH2:15][CH2:14]3)=[N:9][CH:10]=2)[CH:5]=[CH:6][N:7]=1. Reported procedure: This compound was prepared using procedures analogous to that described for trans-methyl 4-(8-chloroimidazo[1,5-a]pyrazin-3-yl)cyclohexanecarboxylate and its precursor trans-methyl 4-({[(3-chloropyrazin-2-yl)methyl]amino}carbonyl)cyclohexanecarboxylate, using cyclobutanecarboxylic acid in place of 4<methoxycarbonyl)cyclohexanecarboxylic acid.